This data is from the Open Reaction Database (ORD), a public repository of structured organic reaction records. The task is: describe an organic reaction: reactants, conditions, products, and yield Reactants: ClC1=NC=C(C(=N1)NC1CC(NC(C1)(C)C)(C)C)F (2-Chloro-5-fluoro-N-(2,2,6,6-tetramethylpiperidin-4-yl)pyrimidin-4-amine), C1(CC1)C=1C=C(C=C(C1)C1=NN=NN1C)N (3-cyclopropyl-5-(1-methyl-1H-tetrazol-5-yl)benzenamine), O.C1(=CC=C(C=C1)S(=O)(=O)O)C (p-toluenesulfonic acid monohydrate). Run in C(C)(C)O (isopropanol). Yields the product C1(CC1)C=1C=C(C=C(C1)C1=NN=NN1C)NC1=NC=C(C(=N1)NC1CC(NC(C1)(C)C)(C)C)F (N2-(3-cyclopropyl-5-(1-methyl-1H-tetrazol-5-yl)phenyl)-5-fluoro-N4-(2,2,6,6-tetramethylpiperidin-4-yl)pyrimidine-2,4-diamine). The yield is 41.6%. As a reaction SMILES: Cl[C:2]1[N:7]=[C:6]([NH:8][CH:9]2[CH2:14][C:13]([CH3:16])([CH3:15])[NH:12][C:11]([CH3:18])([CH3:17])[CH2:10]2)[C:5]([F:19])=[CH:4][N:3]=1.[CH:20]1([C:23]2[CH:24]=[C:25]([NH2:35])[CH:26]=[C:27]([C:29]3[N:33]([CH3:34])[N:32]=[N:31][N:30]=3)[CH:28]=2)[CH2:22][CH2:21]1.O.C1(C)C=CC(S(O)(=O)=O)=CC=1>C(O)(C)C>[CH:20]1([C:23]2[CH:24]=[C:25]([NH:35][C:2]3[N:7]=[C:6]([NH:8][CH:9]4[CH2:14][C:13]([CH3:16])([CH3:15])[NH:12][C:11]([CH3:18])([CH3:17])[CH2:10]4)[C:5]([F:19])=[CH:4][N:3]=3)[CH:26]=[C:27]([C:29]3[N:33]([CH3:34])[N:32]=[N:31][N:30]=3)[CH:28]=2)[CH2:22][CH2:21]1 |f:2.3|. Reported procedure: 2-Chloro-5-fluoro-N-(2,2,6,6-tetramethylpiperidin-4-yl)pyrimidin-4-amine (90 mg, 0.31 mmol) was treated with 3-cyclopropyl-5-(1-methyl-1H-tetrazol-5-yl)benzenamine (80 mg, 0.37 mmol) and p-toluenesulfonic acid monohydrate (48 mg, 0.25 mmol) in isopropanol (5 mL) and heated at reflux, in a loosely capped vial, overnight. The solvent evaporated, over the course of the reaction. 2-Chloro-5-fluoro-N-(2,2,6,6-tetramethylpiperidin-4-yl)pyrimidin-4-amine remained in the reaction mixture. An additional ... The reactants are Cl.N(N)C1=CC=C(C=C1)CCO (2-(4-hydrazinophenyl)ethanol hydrochloride), FC(C(CC(=O)C1=CC=NC=C1)=O)(F)F (4,4,4-trifluoro-1-pyridin-4-ylbutane-1,3-dione). Product: N1=CC=C(C=C1)C1=CC(=NN1C1=CC=C(C=C1)CCO)C(F)(F)F (2-[4-[5-pyridin-4-yl-3-(trifluoromethyl)-1H-pyrazol-1-yl]phenyl}ethanol). As a reaction SMILES: Cl.[NH:2]([C:4]1[CH:9]=[CH:8][C:7]([CH2:10][CH2:11][OH:12])=[CH:6][CH:5]=1)[NH2:3].[F:13][C:14]([F:27])([F:26])[C:15](=O)[CH2:16][C:17]([C:19]1[CH:24]=[CH:23][N:22]=[CH:21][CH:20]=1)=O>>[N:22]1[CH:23]=[CH:24][C:19]([C:17]2[N:2]([C:4]3[CH:5]=[CH:6][C:7]([CH2:10][CH2:11][OH:12])=[CH:8][CH:9]=3)[N:3]=[C:15]([C:14]([F:13])([F:26])[F:27])[CH:16]=2)=[CH:20][CH:21]=1 |f:0.1|. Procedure: The title compound was prepared according to the procedure described in step 1 of Example 1 from 2-(4-hydrazinophenyl)ethanol hydrochloride and 4,4,4-trifluoro-1-pyridin-4-ylbutane-1,3-dione: MS (ESI) m/z 334 [M+H]+, 1H-NMR (CDCl3) δ 8.60-8.58 (2H, m), 7.28-7.24 (4H, m), 7.14-7.12 (2H, m), 6.88 (1H, s), 3.90-3.86 (2H, m), 2.92 (2H, t, J=6.6 Hz), 1.52 (1H, br.s). The reactants are NC1=CC=C(C(=O)C2=CC=CC=C2)C=C1 (4-Aminobenzophenone), C1(\C=C/C(=O)O1)=O (maleic anhydride). The solvent is ClCCl (dichloromethane). Conditions: time 10 minute. Product: C(C1=CC=CC=C1)(=O)C1=CC=C(C=C1)NC(\C=C/C(=O)O)=O (N-(4-benzoylphenyl)maleamic Acid). As a reaction SMILES: [NH2:1][C:2]1[CH:15]=[CH:14][C:5]([C:6]([C:8]2[CH:13]=[CH:12][CH:11]=[CH:10][CH:9]=2)=[O:7])=[CH:4][CH:3]=1.[C:16]1(=[O:22])[O:21][C:19](=[O:20])[CH:18]=[CH:17]1>ClCCl>[C:6]([C:5]1[CH:4]=[CH:3][C:2]([NH:1][C:16](=[O:22])/[CH:17]=[CH:18]\[C:19]([OH:21])=[O:20])=[CH:15][CH:14]=1)(=[O:7])[C:8]1[CH:13]=[CH:12][CH:11]=[CH:10][CH:9]=1. Reported procedure: 4-Aminobenzophenone (10.00 g, 0.0507 mol) was added to a stirred solution of maleic anhydride (4.98 g, 0.0508 mol) in dichloromethane (200 ml). After 10 minutes of stirring at room temperature, yellow precipitate was formed. Stirring was continued for a further 3 hours, following which the solid was collected, washed with dichloromethane (3×30 ml) and diethyl ether (2×30 ml) and finally air dried to yield the maleanmic acid. (Found: C, 68.74; H, 4.57; N, 4.41%. C17H13NO4 requires C, 69.15; H, 4.... The reactants are C(#N)C(C(=O)N)=C(SC)SC (2-cyano-3,3-bis-methylsulfanyl-acrylamide), FC(C(=O)O)(F)F.C1(CC1)NC(C1=CC(=C(C=C1)C)NN)=O (N-cyclopropyl-3-hydrazino-4-methyl-benzamide trifluoroacetic acid salt), C(C)(C)N(CC)C(C)C (diisopropylethylamine). The solvent is C(C)O (ethanol). Run at temperature 65 celsius. Product: NC1=C(C(=NN1C1=C(C=CC(=C1)C(NC1CC1)=O)C)SC)C(=O)N (5-amino-1-(5-cyclopropylcarbamoyl-2-methyl-phenyl)-3-methylsulfanyl-1H-pyrazole-4-carboxylic acid amide). As a reaction SMILES: [C:1]([C:3](=[C:7](SC)[S:8][CH3:9])[C:4]([NH2:6])=[O:5])#[N:2].FC(F)(F)C(O)=O.[CH:19]1([NH:22][C:23](=[O:33])[C:24]2[CH:29]=[CH:28][C:27]([CH3:30])=[C:26]([NH:31][NH2:32])[CH:25]=2)[CH2:21][CH2:20]1.C(N(C(C)C)CC)(C)C>C(O)C>[NH2:2][C:1]1[N:31]([C:26]2[CH:25]=[C:24]([C:23](=[O:33])[NH:22][CH:19]3[CH2:21][CH2:20]3)[CH:29]=[CH:28][C:27]=2[CH3:30])[N:32]=[C:7]([S:8][CH3:9])[C:3]=1[C:4]([NH2:6])=[O:5] |f:1.2|. Procedure details: To a solution of 2-cyano-3,3-bis-methylsulfanyl-acrylamide 12 (100 mg, 0.574 mmol) in ethanol (5 ml) was added N-cyclopropyl-3-hydrazino-4-methyl-benzamide trifluoroacetic acid salt (0.183 g, 0.574 mmol) and diisopropylethylamine (0.100 ml, 0.574 mmol). The mixture was heated to 65° C. for 18 h. The mixture was cooled to room temperature. Solvents were removed in vacuo. EtOAc was added to the residue and a solid precipitated. The solid was collected on a fritted funnel and was washed with EtOAc ... Starting materials: N1(N=NN=C1)C1=CC=C(OCCCCN2C(C3=CC=CC=C3C2=O)=O)C=C1 (2-[4-[4-(1H-Tetrazol-1-yl)phenoxy]butyl]-1H-isoindole-1,3(2H)-dione), NN (hydrazine). The solvent is C(C)O (ethanol). Product: hydrochloride salt, N1(N=NN=C1)C1=CC=C(OCCCCN)C=C1 (4-[4-(1H-Tetrazol-1-yl)phenoxy]butaneamine). As a reaction SMILES: [N:1]1([C:6]2[CH:27]=[CH:26][C:9]([O:10][CH2:11][CH2:12][CH2:13][CH2:14][N:15]3C(=O)C4C(=CC=CC=4)C3=O)=[CH:8][CH:7]=2)[CH:5]=[N:4][N:3]=[N:2]1.NN>C(O)C>[N:1]1([C:6]2[CH:7]=[CH:8][C:9]([O:10][CH2:11][CH2:12][CH2:13][CH2:14][NH2:15])=[CH:26][CH:27]=2)[CH:5]=[N:4][N:3]=[N:2]1. Procedure: A suspension of 19.4 g of 2-[4-[4-(1H-tetrazol-1-yl)phenoxy]butyl]-1H-isoindole-1,3(2H)-dione (Example 38) in 400 ml boiling ethanol is treated with 3 ml of anhydrous hydrazine, and the mixture stirred at reflux for 16 hours. The precipitate is collected, washed with 200 ml of hot 1.5N HCl, and 50 ml of H2O. The combined ethanol, hydrochloric acid, and water filtrates are taken to dryness in vacuo to give the hydrochloride salt of the title compound. A portion of the salt was recrystallized from... Reactants: B1(N2CCC[C@H]2C(O1)(C3=CC=CC=C3)C4=CC=CC=C4)C ((S)-Methyl-CBS-oxazaborolidine), B.C1CCOC1 (BH3-THF), B.C1CCOC1 (BH3-THF), ClCC(=O)C1=CC2=C(N=C(O2)C)C(=C1)Cl (6-Chloroacetyl-4-chloro-2-methyl-benzooxazole). Solvent: C1CCOC1 (THF). Run at time 1 hour. Product: ClC[C@@H](O)C1=CC2=C(N=C(O2)C)C(=C1)Cl ((S)-6-(2-chloro-1-hydroxy-ethyl)-4-chloro-2-methyl-benzooxazole). RXN SMILES: B1(C)OC(C2C=CC=CC=2)(C2C=CC=CC=2)[C@H]2N1CCC2.B.C1COCC1.[Cl:28][CH2:29][C:30]([C:32]1[CH:41]=[C:40]([Cl:42])[C:35]2[N:36]=[C:37]([CH3:39])[O:38][C:34]=2[CH:33]=1)=[O:31]>C1COCC1>[Cl:28][CH2:29][C@H:30]([C:32]1[CH:41]=[C:40]([Cl:42])[C:35]2[N:36]=[C:37]([CH3:39])[O:38][C:34]=2[CH:33]=1)[OH:31] |f:1.2|. Reported procedure: To a solution of (S)-Methyl-CBS-oxazaborolidine (1M in toluene, 0.745 mL, 0.745 mmol) and BH3-THF (8 mL, 8 mmol) is added at the same time a solution of BH3-THF (19 mL, 19 mmol) and a solution of 6-Chloroacetyl-4-chloro-2-methyl-benzooxazole (37.98 mmol) in 19 mL of THF. Both solutions are added dropwise over 30 minutes. The solution is stirred for 1 hour and quenched with the slow addition of methanol (50 mL). The solution is concentrated and the residue chromatographed over a short silica gel ... The reactants are C=CCOC(=O)C(=C)C, CO[SiH](OC)OC, C=C(C)C(=O)[O-], Cc1ccccc1, [Pt]. The product is C=C(C)C(=O)OCCC[Si](OC)(OC)OC. As a reaction SMILES: [C:1]([C:2](=[CH2:3])[CH3:4])(=[O:5])[O:6][CH2:7][CH:8]=[CH2:9].[CH3:10][O:11][SiH:12]([O:13][CH3:14])[O:15][CH3:16].[CH3:17][C:18]([C:19](=[O:20])[O-:21])=[CH2:22].[CH3:24][c:25]1[cH:26][cH:27][cH:28][cH:29][cH:30]1.[Pt:23]>>[C:1]([C:2](=[CH2:3])[CH3:4])(=[O:5])[O:6][CH2:7][CH2:8][CH2:9][Si:12]([O:11][CH3:10])([O:13][CH3:14])[O:15][CH3:16].